From a dataset of the Open Reaction Database (ORD), a public repository of structured organic reaction records. describe an organic reaction: reactants, conditions, products, and yield The reactants are CC(C)(C)c1cc(Br)cc(C(C)(C)C)c1O, CCOC(C)=O, CSc1nnc(S)s1, CCCCCC, CN(C)C=O, C1=CN2CCCN=C2CCC1. Product: CSc1nnc(Sc2cc(C(C)(C)C)c(O)c(C(C)(C)C)c2)s1. RXN SMILES: [Br:1][c:2]1[cH:3][c:4]([C:13]([CH3:14])([CH3:15])[CH3:16])[c:5]([OH:12])[c:6]([C:8]([CH3:9])([CH3:10])[CH3:11])[cH:7]1.[C:42]([O:43][CH2:44][CH3:45])(=[O:46])[CH3:47].[CH3:17][S:18][c:19]1[n:20][n:21][c:22]([SH:24])[s:23]1.[CH3:36][CH2:37][CH2:38][CH2:39][CH2:40][CH3:41].[CH3:48][N:49]([CH3:50])[CH:51]=[O:52].[N:25]12[CH2:26][CH2:27][CH2:28][N:29]=[C:30]1[CH2:31][CH2:32][CH2:33][CH:34]=[CH:35]2>>[c:2]1([S:24][c:22]2[n:21][n:20][c:19]([S:18][CH3:17])[s:23]2)[cH:3][c:4]([C:13]([CH3:14])([CH3:15])[CH3:16])[c:5]([OH:12])[c:6]([C:8]([CH3:9])([CH3:10])[CH3:11])[cH:7]1. Reactants: CC(=O)c1ccccc1, CS(C)=O, C1CCOC1, O, C=CC(=O)O, c1ccc(P(c2ccccc2)c2ccccc2)cc1. RXN SMILES: [CH3:25][C:26](=[O:27])[c:28]1[cH:29][cH:30][cH:31][cH:32][cH:33]1.[CH3:35][S:36]([CH3:37])=[O:38].[O:39]1[CH2:40][CH2:41][CH2:42][CH2:43]1.[OH2:34].[OH:1][C:2](=[O:3])[CH:4]=[CH2:5].[c:6]1([P:7]([c:8]2[cH:9][cH:10][cH:11][cH:12][cH:13]2)[c:14]2[cH:15][cH:16][cH:17][cH:18][cH:19]2)[cH:20][cH:21][cH:22][cH:23][cH:24]1>>[OH:1][C:2](=[O:3])[CH2:4][CH:5]=[C:26]([CH3:25])[c:28]1[cH:29][cH:30][cH:31][cH:32][cH:33]1. Yields the product CC(=CCC(=O)O)c1ccccc1.